This data is from the Open Reaction Database (ORD), a public repository of structured organic reaction records. The task is: describe an organic reaction: reactants, conditions, products, and yield Starting materials: N1CCC(CC1)N1CCOCC1 (4-piperidin-4-yl-morpholine), cupric acetate, BrC1=CC=C(C=C1)B(O)O (4-bromobenzeneboronic acid), N1=CC=CC=C1 (pyridine), ClCCl (dichloromethane). Run in O (Water). Run at time 6 day. Yields the product BrC1=CC=C(C=C1)N1CCC(CC1)N1CCOCC1 (4-[1-(4-Bromo-phenyl)-piperidin-4-yl]-morpholine), solid. Isolated yield 41.0%. Reaction SMILES: [NH:1]1[CH2:6][CH2:5][CH:4]([N:7]2[CH2:12][CH2:11][O:10][CH2:9][CH2:8]2)[CH2:3][CH2:2]1.[Br:13][C:14]1[CH:19]=[CH:18][C:17](B(O)O)=[CH:16][CH:15]=1.N1C=CC=CC=1.ClCCl>O>[Br:13][C:14]1[CH:19]=[CH:18][C:17]([N:1]2[CH2:6][CH2:5][CH:4]([N:7]3[CH2:12][CH2:11][O:10][CH2:9][CH2:8]3)[CH2:3][CH2:2]2)=[CH:16][CH:15]=1. Procedure: A round bottom flask equipped with a drying tube was charged with 4-piperidin-4-yl-morpholine (0.21 g, 1.2 mmol), cupric acetate (0.34 g, 1.9 mmol), 4-bromobenzeneboronic acid (0.50 g, 2.5 mmol), pyridine (0.20 mL, 2.5 mmol) and dichloromethane (5 mL, 80 mmol). The blue suspension was stirred open to the air for 6 days at room temperature. Water (25 mL) was added to the green-brown suspension and stirred for 10 minutes. The mixture was extracted with ethyl acetate (3×25 mL). The combined organic...